Dataset: the Open Reaction Database (ORD), a public repository of structured organic reaction records. Task: describe an organic reaction: reactants, conditions, products, and yield Starting materials: CCOc1cc(N2CCOCC2)c(OCC)cc1N, FC(F)(F)c1cc(Cl)nc(-c2cccnc2)n1, Cl, Cl. Yields the product CCOc1cc(N2CCOCC2)c(OCC)cc1Nc1cc(C(F)(F)F)nc(-c2cccnc2)n1. Reaction SMILES: [CH2:20]([CH3:21])[O:22][c:23]1[c:24]([NH2:25])[cH:26][c:27]([O:36][CH2:37][CH3:38])[c:28]([N:30]2[CH2:31][CH2:32][O:33][CH2:34][CH2:35]2)[cH:29]1.[Cl:1][c:2]1[n:3][c:4](-[c:12]2[cH:13][n:14][cH:15][cH:16][cH:17]2)[n:5][c:6]([C:8]([F:9])([F:10])[F:11])[cH:7]1.[ClH:18].[ClH:19]>>[c:2]1([NH:25][c:24]2[c:23]([O:22][CH2:20][CH3:21])[cH:29][c:28]([N:30]3[CH2:31][CH2:32][O:33][CH2:34][CH2:35]3)[c:27]([O:36][CH2:37][CH3:38])[cH:26]2)[n:3][c:4](-[c:12]2[cH:13][n:14][cH:15][cH:16][cH:17]2)[n:5][c:6]([C:8]([F:9])([F:10])[F:11])[cH:7]1. The reactants are COC(=N)CC#N, Cl, N#CN, c1ccccc1. Yields the product COC(CC#N)=NC#N. Reaction SMILES: [C:2](#[N:3])[CH2:4][C:5]([O:6][CH3:7])=[NH:8].[ClH:1].[NH2:9][C:10]#[N:11].[cH:12]1[cH:13][cH:14][cH:15][cH:16][cH:17]1>>[C:2](#[N:3])[CH2:4][C:5]([O:6][CH3:7])=[N:8][C:10]#[N:9]. Starting materials: N1CCCC1 (pyrrolidine), C([O-])([O-])=O.[K+].[K+] (potassium carbonate), FC(C=1C=C(CNC(C2=CC(=NC=C2)C2=C(C=CC(=C2)F)[N+](=O)[O-])=O)C=CC1)(F)F (N-(3-(trifluoromethyl)benzyl)-2-(5-fluoro-2-nitrophenyl)isonicotinamide). The solvent is CN(C=O)C (N,N-dimethylformamide), O (water). Conditions: temperature 90 celsius, time 4 hour. Yields the product FC(C=1C=C(CNC(C2=CC(=NC=C2)C2=C(C=CC(=C2)N2CCCC2)[N+](=O)[O-])=O)C=CC1)(F)F (N-(3-(trifluoromethyl)benzyl)-2-(2-nitro-5-(pyrrolidin-1-yl)phenyl)-isonicotinamide). The yield is 118.1%. Reaction SMILES: [NH:1]1[CH2:5][CH2:4][CH2:3][CH2:2]1.C(=O)([O-])[O-].[K+].[K+].[F:12][C:13]([F:41])([F:40])[C:14]1[CH:15]=[C:16]([CH:37]=[CH:38][CH:39]=1)[CH2:17][NH:18][C:19](=[O:36])[C:20]1[CH:25]=[CH:24][N:23]=[C:22]([C:26]2[CH:31]=[C:30](F)[CH:29]=[CH:28][C:27]=2[N+:33]([O-:35])=[O:34])[CH:21]=1>CN(C)C=O.O>[F:40][C:13]([F:12])([F:41])[C:14]1[CH:15]=[C:16]([CH:37]=[CH:38][CH:39]=1)[CH2:17][NH:18][C:19](=[O:36])[C:20]1[CH:25]=[CH:24][N:23]=[C:22]([C:26]2[CH:31]=[C:30]([N:1]3[CH2:5][CH2:4][CH2:3][CH2:2]3)[CH:29]=[CH:28][C:27]=2[N+:33]([O-:35])=[O:34])[CH:21]=1 |f:1.2.3|. Procedure details: Into a 10-mL vial, was placed a solution of pyrrolidine (152.5 mg, 2.15 mmol, 3.00 equiv) in N,N-dimethylformamide (5 mL), potassium carbonate (296.2 mg, 2.15 mmol, 3.00 equiv), and N-(3-(trifluoromethyl)benzyl)-2-(5-fluoro-2-nitrophenyl)isonicotinamide 14d (300 mg, 0.72 mmol, 1.00 equiv). The resulting solution was stirred for 4 h at 90° C. in an oil bath. The resulting solution was diluted with 50 mL of water. The resulting solution was extracted with 3×50 mL of ethyl acetate and the organic l... RXN SMILES: [Br-:1].[CH:2](=[CH2:3])[Mg+:4].[ClH:21].[F:5][c:6]1[c:7]([O:14][c:15]2[cH:16][cH:17][cH:18][cH:19][cH:20]2)[cH:8][c:9]([CH:10]=[O:11])[cH:12][cH:13]1.[O:22]1[CH2:23][CH2:24][CH2:25][CH2:26]1>>[CH:2](=[CH2:3])[CH:10]([c:9]1[cH:8][c:7]([O:14][c:15]2[cH:16][cH:17][cH:18][cH:19][cH:20]2)[c:6]([F:5])[cH:13][cH:12]1)[OH:11]. Reactants: [Br-], C=C[Mg+], Cl, O=Cc1ccc(F)c(Oc2ccccc2)c1, C1CCOC1. Product: C=CC(O)c1ccc(F)c(Oc2ccccc2)c1. Reactants: Br.BrCC(=O)C1=CC=NC=C1 (2-bromo-1-(pyridin-4-yl)ethanone hydrobromide), C(C)OC=1C=C(C(=O)N)C=CC1OCC (3,4-diethoxybenzamide), C(=O)(O)[O-].[Na+] (NaHCO3). Run in CN(C)C=O (DMF). Conditions: temperature 170 celsius. The product is C(C)OC=1C=C(C=CC1OCC)C=1OC=C(N1)C1=CC=NC=C1 (2-(3,4-diethoxyphenyl)-4-(pyridin-4-yl)oxazole). Yield: 2.7%. Reaction SMILES: Br.Br[CH2:3][C:4]([C:6]1[CH:11]=[CH:10][N:9]=[CH:8][CH:7]=1)=O.[CH2:12]([O:14][C:15]1[CH:16]=[C:17]([CH:21]=[CH:22][C:23]=1[O:24][CH2:25][CH3:26])[C:18]([NH2:20])=[O:19])[CH3:13].C([O-])(O)=O.[Na+]>CN(C=O)C>[CH2:12]([O:14][C:15]1[CH:16]=[C:17]([C:18]2[O:19][CH:3]=[C:4]([C:6]3[CH:11]=[CH:10][N:9]=[CH:8][CH:7]=3)[N:20]=2)[CH:21]=[CH:22][C:23]=1[O:24][CH2:25][CH3:26])[CH3:13] |f:0.1,3.4|. Reported procedure: In a microwave vial were dissolved 2-bromo-1-(pyridin-4-yl)ethanone hydrobromide (134 mg, 0.478 mmol) and 3,4-diethoxybenzamide (100 mg, 0.478 mmol) in DMF (5 ml) and the reaction was heated at 170° C. for 40 min. The reaction mixture was poured in a saturated solution of NaHCO3 and extracted with EtOAc (50 ml×3). The combined organic phases were washed with a saturated solution of NaCl (2×30 ml) and concentrated under reduced pressure. The product was purified by column chromatography using CH2... Reaction conditions: temperature -30 celsius, time 1 hour. RXN SMILES: [O:1]=[C:2]1[CH2:7][O:6][CH2:5][CH2:4][N:3]1[C:8]([O:10][C:11]([CH3:14])([CH3:13])[CH3:12])=[O:9].C[Si](N([Li])[Si](C)(C)C)(C)C.[P:25](Cl)(=[O:40])([O:33][C:34]1[CH:39]=[CH:38][CH:37]=[CH:36][CH:35]=1)[O:26][C:27]1[CH:32]=[CH:31][CH:30]=[CH:29][CH:28]=1.[Cl-].[NH4+]>C1COCC1.C(OCC)(=O)C>[O:33]([P:25]([O:1][C:2]1[N:3]([C:8]([O:10][C:11]([CH3:14])([CH3:13])[CH3:12])=[O:9])[CH2:4][CH2:5][O:6][CH:7]=1)([O:26][C:27]1[CH:32]=[CH:31][CH:30]=[CH:29][CH:28]=1)=[O:40])[C:34]1[CH:35]=[CH:36][CH:37]=[CH:38][CH:39]=1 |f:3.4|. Yields the product O(C1=CC=CC=C1)P(=O)(OC1=CC=CC=C1)OC=1N(CCOC1)C(=O)OC(C)(C)C (tert-butyl 5-((diphenoxyphosphoryl)oxy)-2H-1,4-oxazine-4(3H)-carboxylate). Reported procedure: Tert-butyl 3-oxomorpholine-4-carboxylate (5.2 g, 25.8 mmol) was dissolved in dry THF (52 ml). The mixture was cooled to −30° C. and (bis(trimethylsilyl)amino) lithium (1M THF solution, 28.4 ml, 28.4 mmol) was added dropwise. The resulting mixture was stirred for 1 hr, then diphenyl phosphorochloridate (7.3 g, 27.1 mmol) was added dropwise. The resulting mixture was allowed to warm slowly to ambient temperature over 6 hrs, after which time no starting material was present by HPLC. The reaction mi... The solvent is C1CCOC1 (THF), C(C)(=O)OCC (ethyl acetate). The reactants are C[Si](C)(C)N([Si](C)(C)C)[Li] ((bis(trimethylsilyl)amino) lithium), [Cl-].[NH4+] (ammonium chloride), O=C1N(CCOC1)C(=O)OC(C)(C)C (Tert-butyl 3-oxomorpholine-4-carboxylate), P(OC1=CC=CC=C1)(OC1=CC=CC=C1)(=O)Cl (diphenyl phosphorochloridate). The reactants are [Li]CCCC, CI, CC(C)NC(C)C, Cc1cc(C#Cc2cn(-c3ccc(F)cc3)c(C)n2)ccn1, C1CCOC1. The product is Cc1cc(C#Cc2nc(C)n(-c3ccc(F)cc3)c2C)ccn1. Reaction SMILES: [CH2:8]([Li:9])[CH2:10][CH2:11][CH3:12].[CH3:35][I:36].[CH:1]([NH:2][CH:3]([CH3:4])[CH3:5])([CH3:6])[CH3:7].[F:13][c:14]1[cH:15][cH:16][c:17](-[n:20]2[c:21]([CH3:34])[n:22][c:23]([C:25]#[C:26][c:27]3[cH:28][c:29]([CH3:33])[n:30][cH:31][cH:32]3)[cH:24]2)[cH:18][cH:19]1.[O:37]1[CH2:38][CH2:39][CH2:40][CH2:41]1>>[CH3:1][c:24]1[n:20](-[c:17]2[cH:16][cH:15][c:14]([F:13])[cH:19][cH:18]2)[c:21]([CH3:34])[n:22][c:23]1[C:25]#[C:26][c:27]1[cH:28][c:29]([CH3:33])[n:30][cH:31][cH:32]1. Reactants: C(C)(C)(C)OC(=O)N1CCC(CC1)OC1=CC(=C(C=C1)CC(=O)N1CCC(CC1)N1C(OCC2=C1C=CC=C2)=O)OCC(F)(F)F (1-(1-(4-(N-tert-butyloxycarbonyl-4-piperidinyloxy)-2-(2,2,2-trifluoroethoxy)phenylacetyl)piperidin-4-yl)-4H-3,1-benzoxazin-2(1H)-one), Cl (HCl). Run in CCOC(=O)C (EtOAc). Conditions: temperature 0 celsius, time 45 minute. Yields the product hydrochloride salt, N1CCC(CC1)OC1=CC(=C(C=C1)CC(=O)N1CCC(CC1)N1C(OCC2=C1C=CC=C2)=O)OCC(F)(F)F (1-(1-(4-(4-piperidinyloxy)-2-(2,2,2-trifluoroethoxy)phenylacetyl)piperidin-4-yl)-4H-3,1-benzoxazin-2(1H)-one), [NH4+].[OH-] (NH4OH). Reaction SMILES: C([O:5]C([N:8]1[CH2:13][CH2:12][CH:11]([O:14][C:15]2[CH:20]=[CH:19][C:18]([CH2:21][C:22]([N:24]3[CH2:29][CH2:28][CH:27]([N:30]4[C:35]5[CH:36]=[CH:37][CH:38]=[CH:39][C:34]=5[CH2:33][O:32][C:31]4=[O:40])[CH2:26][CH2:25]3)=[O:23])=[C:17]([O:41][CH2:42][C:43]([F:46])([F:45])[F:44])[CH:16]=2)[CH2:10][CH2:9]1)=O)(C)(C)C.Cl>CCOC(C)=O>[NH:8]1[CH2:9][CH2:10][CH:11]([O:14][C:15]2[CH:20]=[CH:19][C:18]([CH2:21][C:22]([N:24]3[CH2:29][CH2:28][CH:27]([N:30]4[C:35]5[CH:36]=[CH:37][CH:38]=[CH:39][C:34]=5[CH2:33][O:32][C:31]4=[O:40])[CH2:26][CH2:25]3)=[O:23])=[C:17]([O:41][CH2:42][C:43]([F:46])([F:44])[F:45])[CH:16]=2)[CH2:12][CH2:13]1.[NH4+:8].[OH-:5] |f:4.5|. Procedure: Into a stirred solution of 1-(1-(4-(N-tert-butyloxycarbonyl-4-piperidinyloxy)-2-(2,2,2-trifluoroethoxy)phenylacetyl)piperidin-4-yl)-4H-3,1-benzoxazin-2(1H)-one (0.55 g, 0.83 mmol) from Step 8 above in EtOAc (50 mL) at 0° C. was bubbled HCl gas for 15 min. The resulting suspension was stirred at 0° C. for 45 min. Excess HCl was removed by bubbling argon though the mixture for 15 min. Ether (50 mL) was added and the cold suspension was filtered. The solids were washed with additional ether and the... Starting materials: FC1=CC=C(C=C1)NC(=O)C=1C=CC(=NC1)SCC(=O)O ([5-(4-fluorophenylcarbamoyl)pyridin-2-ylsulfanyl]acetic acid), FC=1C=C(CO)C=CC1 (3-fluorobenzyl alcohol), C(C)(=O)OCC (ethyl acetate). Reagents/catalysts: S(O)(O)(=O)=O (sulfuric acid). The solvent is C1(=CC=CC=C1)C (toluene). Product: FC=1C=C(COC(CSC2=NC=C(C=C2)C(NC2=CC=C(C=C2)F)=O)=O)C=CC1 ([5-(4-Fluorophenylcarbamoyl)Pyridin-2-Ylsulfanyl]Acetic Acid 3-Fluoro-Benzyl Ester). Isolated yield 26.5%. Reaction SMILES: [F:1][C:2]1[CH:7]=[CH:6][C:5]([NH:8][C:9]([C:11]2[CH:12]=[CH:13][C:14]([S:17][CH2:18][C:19]([OH:21])=[O:20])=[N:15][CH:16]=2)=[O:10])=[CH:4][CH:3]=1.[F:22][C:23]1[CH:24]=[C:25]([CH:28]=[CH:29][CH:30]=1)[CH2:26]O.C(OCC)(=O)C>S(=O)(=O)(O)O.C1(C)C=CC=CC=1>[F:22][C:23]1[CH:24]=[C:25]([CH:28]=[CH:29][CH:30]=1)[CH2:26][O:20][C:19](=[O:21])[CH2:18][S:17][C:14]1[CH:13]=[CH:12][C:11]([C:9](=[O:10])[NH:8][C:5]2[CH:4]=[CH:3][C:2]([F:1])=[CH:7][CH:6]=2)=[CH:16][N:15]=1. Procedure details: A solution of [5-(4-fluorophenylcarbamoyl)pyridin-2-ylsulfanyl]acetic acid (0.030 g, 0.10 mmole), 3-fluorobenzyl alcohol (0.10 mL, 1.0 mmol), and sulfuric acid (1 drop) in toluene (5 mL) was heated at reflux. After 2 h the reaction mixture was poured into ethyl acetate and washed with saturated sodium bicarbonate and dried over sodium sulfate. Removal of the solvents provided a solid. Purification by trituration using ethyl acetate/hexanes gave 0.011 g (27%) of the titled product as a white soli... Reactants: CC12CCCC3=CC(=CC(CCC1)=C32)NC3=NC=C(C=N3)C(=O)OCC (ethyl 2-[(5,6,6a,7,8,9-hexahydro-6a-methyl-4H-2-phenalenyl)amino]pyrimidine-5-carboxylate), [Cl-].[NH4+] (ammonium chloride), [H-].[Na+] (sodium hydride), BrCC1CC1 (bromomethylcyclopropane). Solvent: CN(C=O)C (N,N-dimethylformamide), CN(C=O)C (N,N-dimethylformamide). Conditions: time 10 minute. Product: C1(CC1)CN(C1=NC=C(C=N1)C(=O)O)C1=CC=2CCCC3(CCCC(=C1)C23)C (2-[N-Cyclopropylmethyl-(5,6,6a,7,8,9-hexahydro-6a-methyl-4H-2-phenalenyl)amino]pyrimidine-5-carboxylic acid). The yield is 82.0%. As a reaction SMILES: [H-].[Na+].[CH3:3][C:4]12[C:16]3[C:8](=[CH:9][C:10]([NH:17][C:18]4[N:23]=[CH:22][C:21]([C:24]([O:26]CC)=[O:25])=[CH:20][N:19]=4)=[CH:11][C:12]=3[CH2:13][CH2:14][CH2:15]1)[CH2:7][CH2:6][CH2:5]2.Br[CH2:30][CH:31]1[CH2:33][CH2:32]1.[Cl-].[NH4+]>CN(C)C=O>[CH:31]1([CH2:30][N:17]([C:10]2[CH:9]=[C:8]3[C:16]4[C:4]([CH3:3])([CH2:5][CH2:6][CH2:7]3)[CH2:15][CH2:14][CH2:13][C:12]=4[CH:11]=2)[C:18]2[N:19]=[CH:20][C:21]([C:24]([OH:26])=[O:25])=[CH:22][N:23]=2)[CH2:33][CH2:32]1 |f:0.1,4.5|. Procedure: A suspension of sodium hydride (60%, 0.009 g) in N,N-dimethylformamide (2 ml) was added with ethyl 2-[(5,6,6a,7,8,9-hexahydro-6a-methyl-4H-2-phenalenyl)amino]pyrimidine-5-carboxylate (0.036 g) dissolved in N,N-dimethylformamide (1 ml), and the mixture was stirred at room temperature for 10 minutes. The reaction mixture was added with bromomethylcyclopropane (0.030 ml), and the mixture was stirred overnight. The reaction mixture was added with saturated aqueous ammonium chloride, and the mixture ...